From a dataset of the Open Reaction Database (ORD), a public repository of structured organic reaction records. describe an organic reaction: reactants, conditions, products, and yield The reactants are Br, O=C([O-])O, O=C1CCCCCO1, CC(C)O, [Na+], O, O=S(=O)(O)O. Product: CC(C)OC(=O)CCCCCBr. Reaction SMILES: [BrH:9].[C:15](=[O:16])([O-:17])[OH:18].[C:1]1(=[O:8])[CH2:2][CH2:3][CH2:4][CH2:5][CH2:6][O:7]1.[CH3:20][CH:21]([CH3:22])[OH:23].[Na+:19].[OH2:24].[S:10](=[O:11])(=[O:12])([OH:13])[OH:14]>>[CH2:1]([CH2:2][CH2:3][CH2:4][CH2:5][C:6](=[O:7])[O:23][CH:21]([CH3:20])[CH3:22])[Br:9]. Starting materials: C(O)([O-])=O.[Na+] (sodium hydrogen carbonate), P(=O)(Cl)(Cl)Cl (phosphorous oxychloride), N1=CC=CC2=CC=CC=C12 (quinoline), BrC=1C(=NC=C(C1)C(F)(F)F)O (3-bromo-2-hydroxy-5-trifluoromethylpyridine). Run in O (water). Reaction conditions: temperature 120 celsius. Yields the product ClC1=NC=C(C=C1Br)C(F)(F)F (2-Chloro-3-bromo-5-trifluoromethylpyridine). Yield: 75.1%. As a reaction SMILES: P(Cl)(Cl)([Cl:3])=O.N1C2C(=CC=CC=2)C=CC=1.[Br:16][C:17]1[C:18](O)=[N:19][CH:20]=[C:21]([C:23]([F:26])([F:25])[F:24])[CH:22]=1.C(=O)([O-])O.[Na+]>O>[Cl:3][C:18]1[C:17]([Br:16])=[CH:22][C:21]([C:23]([F:26])([F:25])[F:24])=[CH:20][N:19]=1 |f:3.4|. Reported procedure: To phosphorous oxychloride (2.02 ml, 21.6 mmol) was added quinoline (1.34 ml, 11.2 mmol) followed by 3-bromo-2-hydroxy-5-trifluoromethylpyridine (5.0 g, 20.7 mmol), and the mixture formed heated at 120° C. for 3 hrs. It was then cooled to 100° C. and water (10 ml) added. After cooling to 22° C., sodium hydrogen carbonate solution (100 ml) was added and the mixture extracted with ethyl acetate (2×100 ml). The extracts were dried (MgSO4) and concentrated, and the residue purified by silica chromat... The reactants are Cl.COC=1C=C(C=CC1OC)C=1C(C(N(N1)C1CCNCC1)=O)(C)C (5-(3,4-dimethoxyphenyl)-4,4-dimethyl-2-(piperidin-4-yl)-2,4-dihydro-3H-pyrazol-3-one hydrochloride), Cl.COC=1C=C(C=CC1OC)C=1C(C(N(N1)C1CCNCC1)=O)(C)C (5-(3,4-dimethoxyphenyl)-4,4-dimethyl-2-(piperidin-4-yl)-2,4-dihydro-3H-pyrazol-3-one hydrochloride), C(#N)C1=C(C=CC=C1)S(=O)(=O)Cl (2-cyanobenzenesulfonyl chloride). Yields the product COC=1C=C(C=CC1OC)C1=NN(C(C1(C)C)=O)C1CCN(CC1)S(=O)(=O)C1=C(C#N)C=CC=C1 (2-({4-[3-(3,4-Dimethoxyphenyl)-4,4-dimethyl-5-oxo-4,5-dihydro-1H-pyrazol-1-yl]piperidin-1-yl}sulfonyl)benzonitrile). Reaction SMILES: Cl.[CH3:2][O:3][C:4]1[CH:5]=[C:6]([C:12]2[C:13]([CH3:25])([CH3:24])[C:14](=[O:23])[N:15]([CH:17]3[CH2:22][CH2:21][NH:20][CH2:19][CH2:18]3)[N:16]=2)[CH:7]=[CH:8][C:9]=1[O:10][CH3:11].[C:26]([C:28]1[CH:33]=[CH:32][CH:31]=[CH:30][C:29]=1[S:34](Cl)(=[O:36])=[O:35])#[N:27]>>[CH3:2][O:3][C:4]1[CH:5]=[C:6]([C:12]2[C:13]([CH3:25])([CH3:24])[C:14](=[O:23])[N:15]([CH:17]3[CH2:22][CH2:21][N:20]([S:34]([C:29]4[CH:30]=[CH:31][CH:32]=[CH:33][C:28]=4[C:26]#[N:27])(=[O:36])=[O:35])[CH2:19][CH2:18]3)[N:16]=2)[CH:7]=[CH:8][C:9]=1[O:10][CH3:11] |f:0.1|. Procedure: The title compound is prepared analogously as described for GP1 using 5-(3,4-dimethoxyphenyl)-4,4-dimethyl-2-(piperidin-4-yl)-2,4-dihydro-3H-pyrazol-3-one hydrochloride (compound B1*HCl) and 2-cyanobenzenesulfonyl chloride as starting compounds. The crude product is purified by crystallization from EA and diethyl ether to yield the title compound. Reactants: COCCOCCOCCOCCOCCOCCOCC(=O)O ({2-[2-(2-{2-[2-(2-methoxyethoxy)ethoxy]ethoxy}ethoxy)ethoxy]ethoxy}acetic acid), OC[C@@H]1CN(C(O1)=O)C1=CC=C2C=C(NC(C2=C1)=O)C1=C(C=CC=C1)C(F)(F)F (7-((S)-5-hydroxymethyl-2-oxooxazolidin-3-yl)-3-(2-trifluoromethylphenyl)-2H-isoquinolin-1-one), COCCOCCOCCOCCOCCOCCO (hexaethylene glycol monomethyl ether). Product: COCCOCCOCCOCCOCCOCCOCC(=O)OC[C@@H]1CN(C(O1)=O)C1=CC=C2C=C(NC(C2=C1)=O)C1=C(C=CC=C1)C(F)(F)F ((S)-2-Oxo-3-[1-oxo-3-(2-trifluoromethylphenyl)-1,2-dihydroisoquinolin-7-yl]oxazolidin-5-ylmethyl {2-[2-(2-{2-[2-(2-methoxyethoxy)ethoxy]ethoxy}ethoxy)ethoxy]ethoxy}acetate), COCCOCCOCCOCCOCCOCCOCC(=O)O ({2-[2-(2-{2-[2-(2-methoxyethoxy)ethoxy]ethoxy}ethoxy)ethoxy]ethoxy}acetic acid). Reaction SMILES: [CH3:1][O:2][CH2:3][CH2:4][O:5][CH2:6][CH2:7][O:8][CH2:9][CH2:10][O:11][CH2:12][CH2:13][O:14][CH2:15][CH2:16][O:17][CH2:18][CH2:19][O:20][CH2:21][C:22]([OH:24])=[O:23].O[CH2:26][C@H:27]1[O:31][C:30](=[O:32])[N:29]([C:33]2[CH:42]=[C:41]3[C:36]([CH:37]=[C:38]([C:44]4[CH:49]=[CH:48][CH:47]=[CH:46][C:45]=4[C:50]([F:53])([F:52])[F:51])[NH:39][C:40]3=[O:43])=[CH:35][CH:34]=2)[CH2:28]1.COCCOCCOCCOCCOCCOCCO>>[CH3:1][O:2][CH2:3][CH2:4][O:5][CH2:6][CH2:7][O:8][CH2:9][CH2:10][O:11][CH2:12][CH2:13][O:14][CH2:15][CH2:16][O:17][CH2:18][CH2:19][O:20][CH2:21][C:22]([O:24][CH2:26][C@H:27]1[O:31][C:30](=[O:32])[N:29]([C:33]2[CH:42]=[C:41]3[C:36]([CH:37]=[C:38]([C:44]4[CH:49]=[CH:48][CH:47]=[CH:46][C:45]=4[C:50]([F:52])([F:51])[F:53])[NH:39][C:40]3=[O:43])=[CH:35][CH:34]=2)[CH2:28]1)=[O:23].[CH3:1][O:2][CH2:3][CH2:4][O:5][CH2:6][CH2:7][O:8][CH2:9][CH2:10][O:11][CH2:12][CH2:13][O:14][CH2:15][CH2:16][O:17][CH2:18][CH2:19][O:20][CH2:21][C:22]([OH:24])=[O:23]. Reported procedure: The title compound was synthesized by a condensation method similar to that of Step A of Example 3-1 using {2-[2-(2-{2-[2-(2-methoxyethoxy)ethoxy]ethoxy}ethoxy)ethoxy]ethoxy}acetic acid instead of Boc-Sar-OH and 7-((S)-5-hydroxymethyl-2-oxooxazolidin-3-yl)-3-(2-trifluoromethylphenyl)-2H-isoquinolin-1-one obtained in Step B of Example 1-13 instead of 7-((R)-5-hydroxymethyl-2-oxooxazolidin-3-yl)-3-(2-trifluoromethylphenyl)-2H-isoquinolin-1-one obtained in Step B of Example 1-14. However, {2-[2-(2-... Yields the product FC(C1=C(C=C(C=C1)C(F)(F)F)NC1=NC(=CC(N1C)=O)C(F)(F)F)(F)F (2-{2,5-bis(trifluoromethyl)phenyl}amino-3-methyl-6-trifluoromethyl-4(3H)-pyrimidinone). Isolated yield 25.0%. Reaction conditions: time 30 minute. Procedure: Sodium hydride (60% in oil, 468 mg, 17.6 mmol) was added to DMF (30 ml) solution of 2,5-bis(trifluoromethyl)aniline (3.8 g, 16.4 mmol), followed by stirring at room temperature for 30 minutes. Then, 3-methyl-2-methylsulfonyl-6-trifluoromethyl-4(3H)-pyrimidinone (3.0 g, 11.7 mmol) was added, followed by stirring for additional 4 hours. After completion of the reaction, the reaction solution was diluted with ether (20 ml), excess sodium hydride was neutralized with saturated ammonium chloride aque... Reactants: CN(C)C=O (DMF), FC(C1=C(N)C=C(C=C1)C(F)(F)F)(F)F (2,5-bis(trifluoromethyl)aniline), [Cl-].[NH4+] (ammonium chloride), CN1C(=NC(=CC1=O)C(F)(F)F)S(=O)(=O)C (3-methyl-2-methylsulfonyl-6-trifluoromethyl-4(3H)-pyrimidinone). RXN SMILES: CN(C=O)C.[F:6][C:7]([F:20])([F:19])[C:8]1[CH:14]=[CH:13][C:12]([C:15]([F:18])([F:17])[F:16])=[CH:11][C:9]=1[NH2:10].[CH3:21][N:22]1[C:27](=[O:28])[CH:26]=[C:25]([C:29]([F:32])([F:31])[F:30])[N:24]=[C:23]1S(C)(=O)=O.[Cl-].[NH4+]>CCOCC.[H-].[Na+]>[F:6][C:7]([F:19])([F:20])[C:8]1[CH:14]=[CH:13][C:12]([C:15]([F:17])([F:16])[F:18])=[CH:11][C:9]=1[NH:10][C:23]1[N:22]([CH3:21])[C:27](=[O:28])[CH:26]=[C:25]([C:29]([F:32])([F:30])[F:31])[N:24]=1 |f:3.4,6.7|. Run in [H-].[Na+] (Sodium hydride), CCOCC (ether), [H-].[Na+] (sodium hydride). Starting materials: Cl (hydrochloric acid), NC1=CC2=C(C=C1)C=1N(C(C(=C(C1O2)C2=CC=C(C=C2)OC)C(=O)O)=O)CC2=C(C=CC=C2)OC (7-amino-1,2-dihydro-1-(2-methoxybenzyl)-4-(4-methoxyphenyl)-2-oxobenzofuro-[3,2-b]pyridine-3-carboxylic acid), C(C)=O (acetaldehyde), C(#N)[BH3-].[Na+] (sodium cyanoborohydride). Reagents/catalysts: [Ti](Cl)(Cl)(Cl)Cl (titanium tetrachloride). Run in CO (methanol). Run at time 30 hour. The product is C(C)NC1=CC2=C(C=C1)C=1N(C(C(=C(C1O2)C2=CC=C(C=C2)OC)C(=O)O)=O)CC2=C(C=CC=C2)OC (7-ethylamino-1,2-dihydro-1-(2-methoxybenzyl)-4-(4-methoxyphenyl)-2-oxobenzofuro-[3,2-b]pyridine-3-carboxylic acid). Reaction SMILES: [NH2:1][C:2]1[CH:7]=[CH:6][C:5]2[C:8]3[N:9]([CH2:27][C:28]4[CH:33]=[CH:32][CH:31]=[CH:30][C:29]=4[O:34][CH3:35])[C:10](=[O:26])[C:11]([C:23]([OH:25])=[O:24])=[C:12]([C:15]4[CH:20]=[CH:19][C:18]([O:21][CH3:22])=[CH:17][CH:16]=4)[C:13]=3[O:14][C:4]=2[CH:3]=1.[CH:36](=O)[CH3:37].C([BH3-])#N.[Na+].Cl>CO.[Ti](Cl)(Cl)(Cl)Cl>[CH2:36]([NH:1][C:2]1[CH:7]=[CH:6][C:5]2[C:8]3[N:9]([CH2:27][C:28]4[CH:33]=[CH:32][CH:31]=[CH:30][C:29]=4[O:34][CH3:35])[C:10](=[O:26])[C:11]([C:23]([OH:25])=[O:24])=[C:12]([C:15]4[CH:20]=[CH:19][C:18]([O:21][CH3:22])=[CH:17][CH:16]=4)[C:13]=3[O:14][C:4]=2[CH:3]=1)[CH3:37] |f:2.3|. Reported procedure: A solution of 6 g of 7-amino-1,2-dihydro-1-(2-methoxybenzyl)-4-(4-methoxyphenyl)-2-oxobenzofuro-[3,2-b]pyridine-3-carboxylic acid and 0.5 g of titanium tetrachloride in 100 ml of methanol is treated with 1 ml of freshly distilled acetaldehyde. 4 g of sodium cyanoborohydride are then added and the mixture is stirred for 30 hours. Half-concentrated hydrochloric acid is added, the mixture is worked up in the customary manner and 7-ethylamino-1,2-dihydro-1-(2-methoxybenzyl)-4-(4-methoxyphenyl)-2-oxo... Reactants: CC1(CC1)C(=O)O (1-methylcyclopropane-1-carboxylic acid), NNC(=S)N (thiosemicarbazide), O(Cl)Cl.[P+3] (phosphorus(III) oxychloride). Solvent: O1CCOCC1 (dioxane). Reaction conditions: temperature 90 celsius, time 6 hour. Yields the product CC1(CC1)C1=NN=C(S1)N (5-(1-Methyl-cyclopropyl)-[1,3,4]thiadiazol-2-ylamine). The yield is 16.4%. As a reaction SMILES: [CH3:1][C:2]1([C:5](O)=O)[CH2:4][CH2:3]1.[NH2:8][NH:9][C:10]([NH2:12])=[S:11].O(Cl)Cl.[P+3]>O1CCOCC1>[CH3:1][C:2]1([C:5]2[S:11][C:10]([NH2:12])=[N:9][N:8]=2)[CH2:4][CH2:3]1 |f:2.3|. Procedure: Combine 1-methylcyclopropane-1-carboxylic acid (10.00 g, 99.88 mmol), and thiosemicarbazide (9.10 g, 99.88 mmol) in dioxane (110 mL). Heat the mixture to 90° C. under N2, then add phosphorus(III) oxychloride (9.14 mL, 99.88 mmol) dropwise over 25 minutes. The reaction mixture is stirred for 6 hours at 90° C., then 8 hours at room temperature. Decant onto 200 g ice and add ammonium hydroxide to make basic. Filter to remove solids; the filtrate is extracted with ethyl acetate. The organic layer is...